From a dataset of the Open Reaction Database (ORD), a public repository of structured organic reaction records. describe an organic reaction: reactants, conditions, products, and yield The reactants are C1CCNCC1, CC(C)=O, CO, O=C1Cc2cc(F)ccc2N1. The product is CC(C)=C1C(=O)Nc2ccc(F)cc21. RXN SMILES: [CH2:16]1[CH2:17][CH2:18][NH:19][CH2:20][CH2:21]1.[CH3:12][C:13]([CH3:14])=[O:15].[CH3:22][OH:23].[F:1][c:2]1[cH:3][c:4]2[c:8]([cH:9][cH:10]1)[NH:7][C:6](=[O:11])[CH2:5]2>>[F:1][c:2]1[cH:3][c:4]2[c:8]([cH:9][cH:10]1)[NH:7][C:6](=[O:11])[C:5]2=[C:13]([CH3:12])[CH3:14].